Dataset: the Open Reaction Database (ORD), a public repository of structured organic reaction records. Task: describe an organic reaction: reactants, conditions, products, and yield Reactants: COc1ccc(S(=O)(=O)c2ncccn2)cc1, N. Yields the product O=S(=O)(c1ccc(O)cc1)c1ncccn1. As a reaction SMILES: [CH3:1][O:2][c:3]1[cH:4][cH:5][c:6]([S:9](=[O:10])(=[O:11])[c:12]2[n:13][cH:14][cH:15][cH:16][n:17]2)[cH:7][cH:8]1.[NH3:18]>>[OH:2][c:3]1[cH:4][cH:5][c:6]([S:9](=[O:10])(=[O:11])[c:12]2[n:13][cH:14][cH:15][cH:16][n:17]2)[cH:7][cH:8]1. Starting materials: CC(=O)C1=C(C)CCCC1(C)C, O=C1C=CC(=O)O1. The product is CC(=O)C12OC1(C)CCCC2(C)C. RXN SMILES: [CH3:1][C:2](=[O:3])[C:4]1=[C:5]([CH3:12])[CH2:6][CH2:7][CH2:8][C:9]1([CH3:10])[CH3:11].[O:13]=[C:14]1[CH:15]=[CH:16][C:17](=[O:18])[O:19]1>>[CH3:1][C:2](=[O:3])[C:4]12[C:5]([CH3:12])([CH2:6][CH2:7][CH2:8][C:9]1([CH3:10])[CH3:11])[O:13]2. Reactants: [Al+3], CCOC(=O)c1c(Oc2cccc(Cl)c2)c2cc(C(c3ccc(Cl)cc3)c3cnc(-c4ccccc4)[nH]3)ccc2[nH]c1=O, C1CCOC1, CCOC(C)=O, O=C(O)c1c(Oc2cccc(Cl)c2)c2cc(C(c3ccc(Cl)cc3)n3ccnc3-c3ccccc3)ccc2[nH]c1=O, [H-], [H-], [H-], [H-], [Li+]. Product: O=c1[nH]c2ccc(C(c3ccc(Cl)cc3)n3ccnc3-c3ccccc3)cc2c(Oc2cccc(Cl)c2)c1CO. Reaction SMILES: [Al+3:86].[CH2:42]([O:43][C:44]([c:45]1[c:46](=[O:47])[nH:48][c:49]2[c:50]([c:51]1[O:52][c:53]1[cH:54][cH:55][cH:56][c:57]([Cl:58])[cH:59]1)[cH:60][c:61]([CH:62]([c:63]1[cH:64][cH:65][c:66]([Cl:67])[cH:68][cH:69]1)[c:70]1[nH:71][c:72](-[c:73]3[cH:74][cH:75][cH:76][cH:77][cH:78]3)[n:79][cH:80]1)[cH:81][cH:82]2)=[O:83])[CH3:84].[CH2:97]1[O:98][CH2:99][CH2:100][CH2:101]1.[CH3:91][CH2:92][O:93][C:94]([CH3:95])=[O:96].[Cl:1][c:2]1[cH:3][c:4]([O:5][c:6]2[c:7]([C:36](=[O:37])[OH:38])[c:8](=[O:35])[nH:9][c:10]3[cH:11][cH:12][c:13]([CH:16]([n:17]4[c:18](-[c:22]5[cH:23][cH:24][cH:25][cH:26][cH:27]5)[n:19][cH:20][cH:21]4)[c:28]4[cH:29][cH:30][c:31]([Cl:34])[cH:32][cH:33]4)[cH:14][c:15]23)[cH:39][cH:40][cH:41]1.[H-:85].[H-:88].[H-:89].[H-:90].[Li+:87]>>[Cl:1][c:2]1[cH:3][c:4]([O:5][c:6]2[c:7]([CH2:36][OH:37])[c:8](=[O:35])[nH:9][c:10]3[cH:11][cH:12][c:13]([CH:16]([n:17]4[c:18](-[c:22]5[cH:23][cH:24][cH:25][cH:26][cH:27]5)[n:19][cH:20][cH:21]4)[c:28]4[cH:29][cH:30][c:31]([Cl:34])[cH:32][cH:33]4)[cH:14][c:15]23)[cH:39][cH:40][cH:41]1.